From a dataset of the Open Reaction Database (ORD), a public repository of structured organic reaction records. describe an organic reaction: reactants, conditions, products, and yield Reactants: C(C=C)[C@@H]1C(N([C@@H]([C@H](C1)C1=CC(=CC=C1)Cl)C1=CC=C(C=C1)Cl)[C@H](C(=O)OC(C)(C)C)CC)=O (tert-butyl (2S)-2-((3S,5R,6S)-3-allyl-5-(3-chlorophenyl)-6-(4-chlorophenyl)-2-oxopiperidin-1-yl)butanoate), FC(C(=O)O)(F)F (trifluoroacetic acid). Solvent: C(Cl)Cl (DCM). Run at time 3 hour. Product: C(C=C)[C@@H]1C(N([C@@H]([C@H](C1)C1=CC(=CC=C1)Cl)C1=CC=C(C=C1)Cl)[C@@H](C(=O)O)CC)=O ((R)-2-((3S,5R,6S)-3-allyl-5-(3-chlorophenyl)-6-(4-chlorophenyl)-2-oxopiperidin-1-yl)butanoic acid). RXN SMILES: [CH2:1]([C@H:4]1[CH2:9][C@H:8]([C:10]2[CH:15]=[CH:14][CH:13]=[C:12]([Cl:16])[CH:11]=2)[C@@H:7]([C:17]2[CH:22]=[CH:21][C:20]([Cl:23])=[CH:19][CH:18]=2)[N:6]([C@@H:24]([CH2:32][CH3:33])[C:25]([O:27]C(C)(C)C)=[O:26])[C:5]1=[O:34])[CH:2]=[CH2:3].FC(F)(F)C(O)=O>C(Cl)Cl>[CH2:1]([C@H:4]1[CH2:9][C@H:8]([C:10]2[CH:15]=[CH:14][CH:13]=[C:12]([Cl:16])[CH:11]=2)[C@@H:7]([C:17]2[CH:18]=[CH:19][C:20]([Cl:23])=[CH:21][CH:22]=2)[N:6]([C@H:24]([CH2:32][CH3:33])[C:25]([OH:27])=[O:26])[C:5]1=[O:34])[CH:2]=[CH2:3]. Procedure details: To a solution of 320 mg (0.64 mmol) of tert-butyl (2S)-2-((3S,5R,6S)-3-allyl-5-(3-chlorophenyl)-6-(4-chlorophenyl)-2-oxopiperidin-1-yl)butanoate (Example 1, Step G) in DCM (3184 μL) was added trifluoroacetic acid (2453 μL, 31.8 mmol) at 0° C. After being stirred at 25 C for 3 h, solvents were removed under reduced pressure and the residual TFA was removed by azeotroping with toluene under reduced pressure 3-times to provide the title compound as a pale yellow foam which was used in the subsequen... Reaction conditions: time 24 hour. The solvent is N1=CC=CC=C1 (pyridine), O1CCCC1 (tetrahydrofuran). The reactants are C(CCCCCCC)O (n-octanol), ClC(C(=O)Cl)C (2-chloropropionyl chloride). The product is Racemic 2-chloropropionate octyl ester, C(CCCCCCC)OC(C(C)Cl)=O (2-chloropropionate octyl ester). RXN SMILES: [CH2:1]([OH:9])[CH2:2][CH2:3][CH2:4][CH2:5][CH2:6][CH2:7][CH3:8].[Cl:10][CH:11]([CH3:15])[C:12](Cl)=[O:13]>N1C=CC=CC=1.O1CCCC1>[CH2:1]([O:9][C:12](=[O:13])[CH:11]([Cl:10])[CH3:15])[CH2:2][CH2:3][CH2:4][CH2:5][CH2:6][CH2:7][CH3:8]. Reported procedure: Racemic 2-chloropropionate octyl ester was prepared by reacting 130 gm (1.0 mol) of n-octanol with 127 gm (1.0 mol) of 2-chloropropionyl chloride in 240 ml of pyridine and 50 ml of tetrahydrofuran. The reaction was carried out for 24 hours after which the solution was washed with 100 ml of 1 N HCl and 100 ml of distilled water. 500 ml of ether was added, then washed with 3×500 ml of saturated solution of NaHCO3 and 500 ml of saturated solution of NaCl. The organic phase was finally dried over Mg...